From a dataset of the Open Reaction Database (ORD), a public repository of structured organic reaction records. describe an organic reaction: reactants, conditions, products, and yield The reactants are CNC(=O)N1CCN(c2cccc(C(F)(F)F)c2)CC1, CN=C=O, [Cl-], ClCCl. Product: CNC(=O)N(C)C(=O)N1CCN(c2cccc(C(F)(F)F)c2)CC1. As a reaction SMILES: [CH3:1][NH:2][C:3](=[O:4])[N:5]1[CH2:6][CH2:7][N:8]([c:11]2[cH:12][c:13]([C:17]([F:18])([F:19])[F:20])[cH:14][cH:15][cH:16]2)[CH2:9][CH2:10]1.[CH3:21][N:22]=[C:23]=[O:24].[Cl-:25].[Cl:26][CH2:27][Cl:28]>>[CH3:1][N:2]([C:3](=[O:4])[N:5]1[CH2:6][CH2:7][N:8]([c:11]2[cH:12][c:13]([C:17]([F:18])([F:19])[F:20])[cH:14][cH:15][cH:16]2)[CH2:9][CH2:10]1)[C:23]([NH:22][CH3:21])=[O:24]. Starting materials: CC(=O)[O-], CC(=O)[O-], CCCCCCC, ClCCl, CCOC(=O)C=[N+]=[N-], OC1COCOC1, [Rh+2]. Product: CCOC(=O)CC1COCOC1. As a reaction SMILES: [C:26]([O-:27])(=[O:28])[CH3:29].[C:31]([O-:32])(=[O:33])[CH3:34].[CH3:19][CH2:20][CH2:21][CH2:22][CH2:23][CH2:24][CH3:25].[Cl:16][CH2:17][Cl:18].[N+:8](=[N-:9])=[CH:10][C:11](=[O:12])[O:13][CH2:14][CH3:15].[O:1]1[CH2:2][O:3][CH2:4][CH:5]([OH:7])[CH2:6]1.[Rh+2:30]>>[O:1]1[CH2:2][O:3][CH2:4][CH:5]([CH2:10][C:11](=[O:12])[O:13][CH2:14][CH3:15])[CH2:6]1. Starting materials: [C-]#N, [C-]#N, CN1CCCC1=O, CC(C)Cn1c(CN)c(-c2ccccc2)c2cc(Br)ccc2c1=O, [NH4+], [OH-], O, O, [Zn+2], c1ccc(P(c2ccccc2)(c2ccccc2)[Pd](P(c2ccccc2)(c2ccccc2)c2ccccc2)(P(c2ccccc2)(c2ccccc2)c2ccccc2)P(c2ccccc2)(c2ccccc2)c2ccccc2)cc1. Yields the product CC(C)Cn1c(CN)c(-c2ccccc2)c2cc(C#N)ccc2c1=O. RXN SMILES: [C-:35]#[N:36].[C-:38]#[N:39].[CH3:25][N:26]1[CH2:27][CH2:28][CH2:29][C:30]1=[O:31].[NH2:1][CH2:2][c:3]1[n:4]([CH2:21][CH:22]([CH3:23])[CH3:24])[c:5](=[O:20])[c:6]2[cH:7][cH:8][c:9]([Br:19])[cH:10][c:11]2[c:12]1-[c:13]1[cH:14][cH:15][cH:16][cH:17][cH:18]1.[NH4+:34].[OH-:33].[OH2:117].[OH2:32].[Zn+2:37].[cH:40]1[cH:41][cH:42][c:43]([P:44]([Pd:45]([P:46]([c:47]2[cH:48][cH:49][cH:50][cH:51][cH:52]2)([c:53]2[cH:54][cH:55][cH:56][cH:57][cH:58]2)[c:59]2[cH:60][cH:61][cH:62][cH:63][cH:64]2)([P:65]([c:66]2[cH:67][cH:68][cH:69][cH:70][cH:71]2)([c:72]2[cH:73][cH:74][cH:75][cH:76][cH:77]2)[c:78]2[cH:79][cH:80][cH:81][cH:82][cH:83]2)[P:84]([c:85]2[cH:86][cH:87][cH:88][cH:89][cH:90]2)([c:91]2[cH:92][cH:93][cH:94][cH:95][cH:96]2)[c:97]2[cH:98][cH:99][cH:100][cH:101][cH:102]2)([c:103]2[cH:104][cH:105][cH:106][cH:107][cH:108]2)[c:109]2[cH:110][cH:111][cH:112][cH:113][cH:114]2)[cH:115][cH:116]1>>[NH2:1][CH2:2][c:3]1[n:4]([CH2:21][CH:22]([CH3:23])[CH3:24])[c:5](=[O:20])[c:6]2[cH:7][cH:8][c:9]([C:25]#[N:26])[cH:10][c:11]2[c:12]1-[c:13]1[cH:14][cH:15][cH:16][cH:17][cH:18]1. Reactants: C(C)(C)(C)OC(=O)NCCOC1=NOC2=C1C=CC=C2C(N)=O (3-(2-(N-t-butoxycarbonylamino)ethoxy)-7-carbamoyl-1,2-benzisoxazole), P(=O)(Cl)(Cl)Cl (phosphorus oxychloride), ice water. The solvent is CN(C=O)C (dimethylformamide). Run at temperature 5 celsius. Yields the product C(C)(C)(C)OC(=O)NCCOC1=NOC2=C1C=CC=C2C#N (3-(2-(N-t-Butoxycarbonylamino)ethoxy)-7-cyano-1,2-benzisoxazole). Isolated yield 95.3%. As a reaction SMILES: [C:1]([O:5][C:6]([NH:8][CH2:9][CH2:10][O:11][C:12]1[C:16]2[CH:17]=[CH:18][CH:19]=[C:20]([C:21](=O)[NH2:22])[C:15]=2[O:14][N:13]=1)=[O:7])([CH3:4])([CH3:3])[CH3:2].P(Cl)(Cl)(Cl)=O>CN(C)C=O>[C:1]([O:5][C:6]([NH:8][CH2:9][CH2:10][O:11][C:12]1[C:16]2[CH:17]=[CH:18][CH:19]=[C:20]([C:21]#[N:22])[C:15]=2[O:14][N:13]=1)=[O:7])([CH3:4])([CH3:2])[CH3:3]. Procedure details: To a solution of 3-(2-(N-t-butoxycarbonylamino)ethoxy)-7-carbamoyl-1,2-benzisoxazole (0.10 g) in dimethylformamide (1.0 ml) was added phosphorus oxychloride (0.06 g) with stirring at 5° C., and the mixture was then stirred at the same temperature for 15 minutes. The reaction mixture was poured into ice water (20 ml), extracted with ethyl acetate (twice each with 20 ml) and the combined extracts were dried over anhydrous magnesium sulphate. After filtration, the solvent was evaporated under reduc... The reactants are CS(=O)(=O)Cl (Methane sulfonyl chloride), TEA, C([O-])([O-])=O.[K+].[K+] (potassium carbonate), C(C1=CC=CC=C1)OC1=C(C=NC=C1)[N+](=O)[O-] (4-(Benzyloxy)-3-nitropyridine). Solvent: ClCCl (dichloromethane), O (water). Conditions: temperature 0 celsius, time 15 minute. The product is C(C1=CC=CC=C1)OC1=C(C=NC=C1)N(S(=O)(=O)C)S(=O)(=O)C (N-(4-(benzyloxy)pyridin-3-yl)-N-(methylsulfonyl)methane sulfonamide). RXN SMILES: [CH2:1]([O:8][C:9]1[CH:14]=[CH:13][N:12]=[CH:11][C:10]=1[N+:15]([O-])=O)[C:2]1[CH:7]=[CH:6][CH:5]=[CH:4][CH:3]=1.C(=O)([O-])[O-].[K+].[K+].[CH3:24][S:25](Cl)(=[O:27])=[O:26]>ClCCl.O>[CH2:1]([O:8][C:9]1[CH:14]=[CH:13][N:12]=[CH:11][C:10]=1[N:15]([S:25]([CH3:24])(=[O:27])=[O:26])[S:25]([CH3:24])(=[O:27])=[O:26])[C:2]1[CH:7]=[CH:6][CH:5]=[CH:4][CH:3]=1 |f:1.2.3|. Procedure: 4-(Benzyloxy)-3-nitropyridine (14 g, 69.8 mmol, 1 eq) was dissolved in dichloromethane and cooled to 0° C. Then added TEA (29.2 ml, 209.6 mmol, 3 eq), followed by the addition of potassium carbonate (9.96 g, 69.8 mmol, 1 eq) at 0° C. and stirred for 15 minutes. Methane sulfonyl chloride (20 g, 174 mmol, 2.5 eq) was added slowly at 0° C. to the above mixture and stirred for 14 h. After the completion of reaction, monitored by TLC, the reaction mixture was diluted with water and organic layer was ... Starting materials: N1=CN=C(C2=C1NC=C2)N2CCN(C1(CC1)C2)S(=O)(=O)N (7-(7H-Pyrrolo[2,3-d]pyrimidin-4-yl)-4,7-diaza-spiro[2.5]octane-4-sulfonic acid amide), S(N)(=O)(=O)NCCC1=CC=CC=C1 (2-(sulfamoylamino)-ethylbenzene). The product is C(CC1=CC=CC=C1)NS(=O)(=O)N1C2(CC2)CN(CC1)C=1C2=C(N=CN1)NC=C2 (7-(7H-Pyrrolo[2,3-d]pyrimidin-4-yl)-4,7-diaza-spiro[2.5]octane-4-sulfonic acid phenethyl-amide). As a reaction SMILES: [N:1]1[C:6]2[NH:7][CH:8]=[CH:9][C:5]=2[C:4]([N:10]2[CH2:17][C:14]3([CH2:16][CH2:15]3)[N:13]([S:18]([NH2:21])(=[O:20])=[O:19])[CH2:12][CH2:11]2)=[N:3][CH:2]=1.S(N[CH2:27][CH2:28][C:29]1[CH:34]=[CH:33][CH:32]=[CH:31][CH:30]=1)(=O)(=O)N>>[CH2:27]([NH:21][S:18]([N:13]1[CH2:12][CH2:11][N:10]([C:4]2[C:5]3[CH:9]=[CH:8][NH:7][C:6]=3[N:1]=[CH:2][N:3]=2)[CH2:17][C:14]21[CH2:16][CH2:15]2)(=[O:20])=[O:19])[CH2:28][C:29]1[CH:34]=[CH:33][CH:32]=[CH:31][CH:30]=1. Procedure details: Prepared in a way similar to intermediate 1, using 2-(sulfamoylamino)-ethylbenzene instead of sulfamide.